Dataset: the Open Reaction Database (ORD), a public repository of structured organic reaction records. Task: describe an organic reaction: reactants, conditions, products, and yield Reactants: C(C#CC)OC1=CC=C(C=C1)S(=O)(=O)N(C(C(=O)OC)C(C)C)CCCCl (methyl 2-[{[4-(2-butynyloxy)-phenyl]-sulfonyl}(3-chloropropyl)amino]-3-methylbutanoate), [I-].[Na+] (sodium iodide), C(C)NCC (diethylamine). Run in CN(C)C=O (DMF), O (water). Reaction conditions: temperature 80 celsius. The product is C(C#CC)OC1=CC=C(C=C1)S(=O)(=O)N(C(C(=O)OC)C(C)C)CCCN(CC)CC (methyl 2-{{[4-(2-butynyloxy)-phenyl]sulfonyl}[3-(diethylamino)propyl]amino}-3-methylbutanoate). Isolated yield 90.2%. As a reaction SMILES: [CH2:1]([O:5][C:6]1[CH:11]=[CH:10][C:9]([S:12]([N:15]([CH2:24][CH2:25][CH2:26]Cl)[CH:16]([CH:21]([CH3:23])[CH3:22])[C:17]([O:19][CH3:20])=[O:18])(=[O:14])=[O:13])=[CH:8][CH:7]=1)[C:2]#[C:3][CH3:4].[I-].[Na+].[CH2:30]([NH:32][CH2:33][CH3:34])[CH3:31]>CN(C=O)C.O>[CH2:1]([O:5][C:6]1[CH:11]=[CH:10][C:9]([S:12]([N:15]([CH2:24][CH2:25][CH2:26][N:32]([CH2:33][CH3:34])[CH2:30][CH3:31])[CH:16]([CH:21]([CH3:23])[CH3:22])[C:17]([O:19][CH3:20])=[O:18])(=[O:14])=[O:13])=[CH:8][CH:7]=1)[C:2]#[C:3][CH3:4] |f:1.2|. Procedure: To a solution of 0.45 g (1.08 mmol) of methyl 2-[{[4-(2-butynyloxy)-phenyl]-sulfonyl}(3-chloropropyl)amino]-3-methylbutanoate in 5.0 mL of DMF was added 0.163 g (1.08 mmol) of sodium iodide and 0.34 mL (3.24 mmol) of diethylamine. The reaction was heated to 80° C. for 3 h and then cooled to room temperature. The mixture was then diluted with water and extracted with ethyl acetate. The combined organics were washed with water and brine, dried over Na2SO4, filtered and concentrated in vacuo to pro... The reactants are C1CCOC1, [Cl-], O=C(CCl)NC(CO)c1ccccc1, [H-], [NH4+], [Na+]. Yields the product O=C1COCC(c2ccccc2)N1. As a reaction SMILES: [CH2:19]1[O:20][CH2:21][CH2:22][CH2:23]1.[Cl-:17].[Cl:1][CH2:2][C:3](=[O:4])[NH:5][CH:6]([CH2:7][OH:8])[c:9]1[cH:10][cH:11][cH:12][cH:13][cH:14]1.[H-:16].[NH4+:18].[Na+:15]>>[CH2:2]1[C:3](=[O:4])[NH:5][CH:6]([c:9]2[cH:10][cH:11][cH:12][cH:13][cH:14]2)[CH2:7][O:8]1. Product: COc1ccc(CCNCC(O)c2ccc(O)cc2)cc1OC, Cl. RXN SMILES: [C:38].[CH3:2][O:3][c:4]1[cH:5][c:6]([CH2:7][CH2:8][NH:9][CH2:10][CH:11]([c:12]2[cH:13][cH:14][c:15]([O:18][CH2:19][c:20]3[cH:21][cH:22][cH:23][cH:24][cH:25]3)[cH:16][cH:17]2)[OH:26])[cH:27][cH:28][c:29]1[O:30][CH3:31].[CH:32]([OH:33])([CH3:34])[CH3:35].[ClH:1].[H:36][H:37].[Pd:39]>>[CH3:2][O:3][c:4]1[cH:5][c:6]([CH2:7][CH2:8][NH:9][CH2:10][CH:11]([c:12]2[cH:13][cH:14][c:15]([OH:18])[cH:16][cH:17]2)[OH:26])[cH:27][cH:28][c:29]1[O:30][CH3:31].[ClH:1]. Starting materials: C, COc1ccc(CCNCC(O)c2ccc(OCc3ccccc3)cc2)cc1OC, CC(C)O, Cl, [H][H], [Pd]. As a reaction SMILES: [C:31](=[O:32])([O-:33])[O-:34].[C:37](=[O:38])([O-:39])[OH:40].[CH3:43][S:44](=[O:45])[CH3:46].[K+:35].[K+:36].[K+:41].[N+:1](=[O:2])([O-:3])[c:4]1[c:5]([F:30])[c:6]([F:29])[c:7]([O:8][c:9]2[c:10]([F:24])[c:11]([O:20][CH2:21][CH:22]=[CH2:23])[c:12]([N+:17](=[O:18])[O-:19])[c:13]([F:16])[c:14]2[F:15])[c:25]([F:28])[c:26]1[F:27].[OH2:42]>>[N+:1](=[O:2])([O-:3])[c:4]1[c:5]([F:30])[c:6]([F:29])[c:7]([O:8][c:9]2[c:10]([F:24])[c:11]([O:20][CH2:21][CH:22]=[CH2:23])[c:12]([N+:17](=[O:18])[O-:19])[c:13]([F:16])[c:14]2[F:15])[c:25]([F:28])[c:26]1[OH:42]. The reactants are O=C([O-])[O-], O=C([O-])O, CS(C)=O, [K+], [K+], [K+], C=CCOc1c(F)c(Oc2c(F)c(F)c([N+](=O)[O-])c(F)c2F)c(F)c(F)c1[N+](=O)[O-], O. The product is C=CCOc1c(F)c(Oc2c(F)c(O)c([N+](=O)[O-])c(F)c2F)c(F)c(F)c1[N+](=O)[O-]. Starting materials: COC(=O)c1ccc(CBr)cc1, CNC, CN(C)C=O, O. The product is COC(=O)c1ccc(CN(C)C)cc1. Reaction SMILES: [Br:1][CH2:2][c:3]1[cH:4][cH:5][c:6]([C:7](=[O:8])[O:9][CH3:10])[cH:11][cH:12]1.[CH3:13][NH:14][CH3:15].[CH3:17][N:18]([CH3:19])[CH:20]=[O:21].[OH2:16]>>[CH2:2]([c:3]1[cH:4][cH:5][c:6]([C:7](=[O:8])[O:9][CH3:10])[cH:11][cH:12]1)[N:14]([CH3:13])[CH3:15]. The reactants are O=C(O)c1cccc(Cc2ccc(F)cc2)n1, CNC(=O)C(N)CC(C)(C)C. Product: CNC(=O)C(CC(C)(C)C)NC(=O)c1cccc(Cc2ccc(F)cc2)n1. As a reaction SMILES: [F:1][c:2]1[cH:3][cH:4][c:5]([CH2:6][c:7]2[cH:8][cH:9][cH:10][c:11]([C:13](=[O:14])[OH:15])[n:12]2)[cH:16][cH:17]1.[NH2:18][CH:19]([C:20](=[O:21])[NH:22][CH3:23])[CH2:24][C:25]([CH3:26])([CH3:27])[CH3:28]>>[F:1][c:2]1[cH:3][cH:4][c:5]([CH2:6][c:7]2[cH:8][cH:9][cH:10][c:11]([C:13](=[O:15])[NH:18][CH:19]([C:20](=[O:21])[NH:22][CH3:23])[CH2:24][C:25]([CH3:26])([CH3:27])[CH3:28])[n:12]2)[cH:16][cH:17]1. Starting materials: COC1=C(C=C2C(=N1)C(=CN2C)C2=CC1=C(N=CC=C1C=O)N2S(=O)(=O)C2=CC=C(C=C2)C)OC (2-(5,6-dimethoxy-1-methyl-1H-pyrrolo[3,2-b]pyridin-3-yl)-1-(toluene-4-sulfonyl)-1H-pyrrolo[2,3-b]pyridin-4-carbaldehyde), NC1CCN(CC1)C (4-amino-1-methylpiperidine). Product: COC1=C(C=C2C(=N1)C(=CN2C)C2=CC=1C(=NC=CC1CNC1CCN(CC1)C)N2S(=O)(=O)C2=CC=C(C=C2)C)OC ([2-(5,6-dimethoxy-1-methyl-1H-pyrrolo[3,2-b]pyridin-3-yl)-1-(toluene-4-sulfonyl)-1H-pyrrolo[2,3-b]pyridin-4-ylmethyl]-(1-methylpiperidin-4-yl)amine). Isolated yield 77.8%. RXN SMILES: [CH3:1][O:2][C:3]1[N:8]=[C:7]2[C:9]([C:13]3[N:23]([S:24]([C:27]4[CH:32]=[CH:31][C:30]([CH3:33])=[CH:29][CH:28]=4)(=[O:26])=[O:25])[C:16]4[N:17]=[CH:18][CH:19]=[C:20]([CH:21]=O)[C:15]=4[CH:14]=3)=[CH:10][N:11]([CH3:12])[C:6]2=[CH:5][C:4]=1[O:34][CH3:35].[NH2:36][CH:37]1[CH2:42][CH2:41][N:40]([CH3:43])[CH2:39][CH2:38]1>>[CH3:1][O:2][C:3]1[N:8]=[C:7]2[C:9]([C:13]3[N:23]([S:24]([C:27]4[CH:32]=[CH:31][C:30]([CH3:33])=[CH:29][CH:28]=4)(=[O:25])=[O:26])[C:16]4=[N:17][CH:18]=[CH:19][C:20]([CH2:21][NH:36][CH:37]5[CH2:42][CH2:41][N:40]([CH3:43])[CH2:39][CH2:38]5)=[C:15]4[CH:14]=3)=[CH:10][N:11]([CH3:12])[C:6]2=[CH:5][C:4]=1[O:34][CH3:35]. Procedure details: The product is prepared by following the procedure described in example 34 stage (j), starting with 0.3 g of 2-(5,6-dimethoxy-1-methyl-1H-pyrrolo[3,2-b]pyridin-3-yl)-1-(toluene-4-sulfonyl)-1H-pyrrolo[2,3-b]pyridin-4-carbaldehyde and 0.348 g of 4-amino-1-methylpiperidine instead of the cyclopropylamine used in example 34 stage (j). After purification by flash-pack chromatography (SiO2, dichloromethane/methanol 98/02 by volume as eluents), 0.28 g of [2-(5,6-dimethoxy-1-methyl-1H-pyrrolo[3,2-b]pyri...